From a dataset of the Open Reaction Database (ORD), a public repository of structured organic reaction records. describe an organic reaction: reactants, conditions, products, and yield Starting materials: CC(=O)[N-]S(=O)(=O)C=1C=CC(=CC1)N.[Na+] (Sodium sulfacetamide), CS(=O)C (DMSO), CCCCCCCCCCCCC[N+](C)(C)CC=1C=CC=CC1.[Cl-] (Benzalkonium chloride), C(Cl)(Cl)Cl (chloroform). The solvent is O (water), O (water). Product: CCCCCCCCCCCCC[N+](C)(C)CC=1C=CC=CC1.CC(=O)NS(=O)(=O)C=1C=CC(=CC1)N (Benzalkonium Sulfacetamide). The yield is 77.0%. Reaction SMILES: [CH3:1][CH2:2][CH2:3][CH2:4][CH2:5][CH2:6][CH2:7][CH2:8][CH2:9][CH2:10][CH2:11][CH2:12][CH2:13][N+:14]([CH2:17][C:18]1[CH:19]=[CH:20][CH:21]=[CH:22][CH:23]=1)([CH3:16])[CH3:15].[Cl-].[CH3:25][C:26]([N-:28][S:29]([C:32]1[CH:33]=[CH:34][C:35]([NH2:38])=[CH:36][CH:37]=1)(=[O:31])=[O:30])=[O:27].[Na+].C(Cl)(Cl)Cl.CS(C)=O>O>[CH3:1][CH2:2][CH2:3][CH2:4][CH2:5][CH2:6][CH2:7][CH2:8][CH2:9][CH2:10][CH2:11][CH2:12][CH2:13][N+:14]([CH2:17][C:18]1[CH:19]=[CH:20][CH:21]=[CH:22][CH:23]=1)([CH3:16])[CH3:15].[CH3:25][C:26]([NH:28][S:29]([C:32]1[CH:37]=[CH:36][C:35]([NH2:38])=[CH:34][CH:33]=1)(=[O:31])=[O:30])=[O:27] |f:0.1,2.3,7.8|. Procedure details: Benzalkonium chloride (0.001 mol) was dissolved in 60 mL of distilled water by gentle heating and stirring. Sodium sulfacetamide (0.001 mol) was dissolved in 60 mL of distilled water by gentle heating and stirring. The two solutions were combined and the reaction mixture was heated and stirred for 30 minutes. The reaction mixture cooled to room temperature and then 60 mL of chloroform was added. The reaction mixture was stirred for an additional 30 minutes. The two phases were separated and the ... The reactants are ClCCl (Dichloromethane), acid chloride, N (ammonia), C(Cl)Cl (CH2Cl2), C(Cl)Cl (CH2Cl2), C(C(=O)Cl)(=O)Cl (oxalyl chloride), C1(CCCCCC1)=C(C1=CC=C(C=C1)/C=C/C(=O)O)C1=CC=C(C=C1)O ((2E)-3-{4-[cycloheptylidene(4-hydroxyphenyl)methyl]phenyl}-2-propenoic acid), C(C(=O)Cl)(=O)Cl (Oxalyl chloride). Reagents/catalysts: CN(C)C=O (DMF), CN(C)C=O (DMF). Solvent: C1(=CC=CC=C1)C (toluene). Run at time 0.25 hour. The product is C1(CCCCCC1)=C(C1=CC=C(C=C1)/C=C/C(=O)N)C1=CC=C(C=C1)O ((2E)-3-{4-[Cycloheptylidene(4-hydroxyphenyl)methyl]phenyl}-2-propenamide). Reaction SMILES: [C:1]1(=[C:8]([C:20]2[CH:25]=[CH:24][C:23]([OH:26])=[CH:22][CH:21]=2)[C:9]2[CH:14]=[CH:13][C:12](/[CH:15]=[CH:16]/[C:17](O)=[O:18])=[CH:11][CH:10]=2)[CH2:7][CH2:6][CH2:5][CH2:4][CH2:3][CH2:2]1.C(Cl)(=O)C(Cl)=O.ClCCl.[NH3:36]>C1(C)C=CC=CC=1.CN(C=O)C>[C:1]1(=[C:8]([C:20]2[CH:25]=[CH:24][C:23]([OH:26])=[CH:22][CH:21]=2)[C:9]2[CH:14]=[CH:13][C:12](/[CH:15]=[CH:16]/[C:17]([NH2:36])=[O:18])=[CH:11][CH:10]=2)[CH2:7][CH2:6][CH2:5][CH2:4][CH2:3][CH2:2]1. Reported procedure: To a stirred suspension of (2E)-3-{4-[cycloheptylidene(4-hydroxyphenyl)methyl]phenyl}-2-propenoic acid (11) (0.23 g, 0.66 mmol) in toluene (6 mL) was slowly added oxalyl chloride (0.12 mL, 0.175 g, 1.38 mmol, 2.1 eq) followed by DMF (2-3 drops) at room temperature under a nitrogen atmosphere. The reaction mixture was stirred for 0.25 h. Dichloromethane (6 mL) was added to the reaction mixture (to aid the dissolution of solids) and the reaction mixture was stirred at room temperature for 2 h. Oxa... Reactants: C(CC)(=O)C=1SC=C(C1)[N+](=O)[O-] (2-propionyl-4-nitrothiophene), BrBr (bromine). The solvent is C(Cl)Cl (methylene chloride). The product is BrC(C(=O)C=1SC=C(C1)[N+](=O)[O-])C (2-(2-bromopropionyl)-4-nitrothiophene). Reaction SMILES: [C:1]([C:5]1[S:6][CH:7]=[C:8]([N+:10]([O-:12])=[O:11])[CH:9]=1)(=[O:4])[CH2:2][CH3:3].[Br:13]Br>C(Cl)Cl>[Br:13][CH:2]([CH3:3])[C:1]([C:5]1[S:6][CH:7]=[C:8]([N+:10]([O-:12])=[O:11])[CH:9]=1)=[O:4]. Reported procedure: Following the procedure of Example 12B, using 9.26 g. of 2-propionyl-4-nitrothiophene and 7.99 g. of bromine in 100 ml. of methylene chloride, there is obtained 13.0 g. of product m.p. 79°-82° C. which is recrystallized from ethanol affording 2-(2-bromopropionyl)-4-nitrothiophene m.p. 82.5°-83° C. Starting materials: BrC1=CC(=C(C=C1)CC(=O)NC=1SC(=C(N1)CN(C)C)C1(CC1)C)F (2-(4-bromo-2-fluoro-phenyl)-N-[4-dimethylaminomethyl-5-(1-methyl-cyclopropyl)-thiazol-2-yl]-acetamide), C(C)(C)(C)C1=C(C=CC(=C1)C(C)(C)C)OP(OC1=C(C=C(C=C1)C(C)(C)C)C(C)(C)C)OC1=C(C=C(C=C1)C(C)(C)C)C(C)(C)C (tris(2,4-di-t-butylphenyl)phosphite), N1=CC=C(C=C1)C1=CC=2N(C=C1)C=CN2 (7-pyridin-4-yl-imidazo[1,2-a]pyridine), C(C)(=O)[O-].[K+] (potassium acetate). Reagents/catalysts: [Br-].C(CCC)[N+](CCCC)(CCCC)CCCC (tetrabutylammonium bromide). The solvent is CN1CCCC1=O (NMP). Reaction conditions: temperature 120 celsius. Product: CN(C)CC=1N=C(SC1C1(CC1)C)NC(CC1=C(C=C(C=C1)C1=CN=C2N1C=CC(=C2)C2=CC=NC=C2)F)=O (N-[4-Dimethylaminomethyl-5-(1-methyl-cyclopropyl)-thiazol-2-yl]-2-[2-fluoro-4-(7-pyridin-4-yl-imidazo[1,2-a]pyridin-3-yl)-phenyl]-acetamide). Isolated yield 20.7%. Reaction SMILES: Br[C:2]1[CH:7]=[CH:6][C:5]([CH2:8][C:9]([NH:11][C:12]2[S:13][C:14]([C:21]3([CH3:24])[CH2:23][CH2:22]3)=[C:15]([CH2:17][N:18]([CH3:20])[CH3:19])[N:16]=2)=[O:10])=[C:4]([F:25])[CH:3]=1.[N:26]1[CH:31]=[CH:30][C:29]([C:32]2[CH:37]=[CH:36][N:35]3[CH:38]=[CH:39][N:40]=[C:34]3[CH:33]=2)=[CH:28][CH:27]=1.C([O-])(=O)C.[K+].C(C1C=C(C(C)(C)C)C=CC=1OP(OC1C=CC(C(C)(C)C)=CC=1C(C)(C)C)OC1C=CC(C(C)(C)C)=CC=1C(C)(C)C)(C)(C)C>[Br-].C([N+](CCCC)(CCCC)CCCC)CCC.CN1C(=O)CCC1>[CH3:19][N:18]([CH2:17][C:15]1[N:16]=[C:12]([NH:11][C:9](=[O:10])[CH2:8][C:5]2[CH:6]=[CH:7][C:2]([C:38]3[N:35]4[CH:36]=[CH:37][C:32]([C:29]5[CH:30]=[CH:31][N:26]=[CH:27][CH:28]=5)=[CH:33][C:34]4=[N:40][CH:39]=3)=[CH:3][C:4]=2[F:25])[S:13][C:14]=1[C:21]1([CH3:24])[CH2:23][CH2:22]1)[CH3:20] |f:2.3,5.6|. Procedure details: Combine 2-(4-bromo-2-fluoro-phenyl)-N-[4-dimethylaminomethyl-5-(1-methyl-cyclopropyl)-thiazol-2-yl]-acetamide (0.45 g, 1.06 mmol), 7-pyridin-4-yl-imidazo[1,2-a]pyridine (0.206 g, 1 equiv.), potassium acetate (0.52 g, 5 equiv.), tetrabutylammonium bromide (0.34 g, 1 equiv.), tris(2,4-di-t-butylphenyl)phosphite (0.034 g, 5 mol %) and NMP (10 mL). De-gas with nitrogen then add palladium (II) acetate (0.012 g, 5 mol %) and place under nitrogen. Heat at 120° C. for 24 hours then let stir at room temp... Starting materials: C(CCC)[Li] (n-butyllithium), FC(C1=CC=C(NC(C(C)(C)C)=O)C=C1)(F)F (4'-trifluoromethyl-2,2-dimethylpropionanilide), O1CCCC1 (tetrahydrofuran), C1(=CC=CC2=CC=CC=C12)C=O (1-naphthaldehyde), O1CCCC1 (tetrahydrofuran). Run at temperature 0 celsius, time 2 hour. Product: OC1(CC=CC2=CC=CC=C12)CC1=C(NC(C(C)(C)C)=O)C=CC(=C1)C(F)(F)F (2'-[α-Hydroxy-(1-naphthyl)methyl]-4'-trifluoromethyl-2,2-dimethylpropionanilide). The yield is 52.0%. As a reaction SMILES: [F:1][C:2]([F:17])([F:16])[C:3]1[CH:15]=[CH:14][C:6]([NH:7][C:8](=[O:13])[C:9]([CH3:12])([CH3:11])[CH3:10])=[CH:5][CH:4]=1.C([Li])CCC.[C:23]1([CH:33]=O)[C:32]2[C:27](=[CH:28][CH:29]=[CH:30][CH:31]=2)[CH:26]=[CH:25][CH:24]=1.[O:35]1CCCC1>>[OH:35][C:23]1([CH2:33][C:14]2[CH:15]=[C:3]([C:2]([F:16])([F:17])[F:1])[CH:4]=[CH:5][C:6]=2[NH:7][C:8](=[O:13])[C:9]([CH3:12])([CH3:11])[CH3:10])[C:32]2[C:27](=[CH:28][CH:29]=[CH:30][CH:31]=2)[CH:26]=[CH:25][CH2:24]1. Procedure: To a stirred solution of 4'-trifluoromethyl-2,2-dimethylpropionanilide (37 g, 0.15 mol) in anhydrous tetrahydrofuran (400 ml) cooled to 0° C. under nitrogen was added slowly a solution of n-butyllithium (160 mL of 2.5M solution in hexane, 0.4 mol). The reaction mixture was stirred at 0° C. for 2 hr, then a solution of 1-naphthaldehyde (40.7 ml, 0.3 mol) in tetrahydrofuran (50 ml) was slowly added. The resulting solution was stirred at room temperature overnight, quenched with water, diluted with... RXN SMILES: Cl[C:2](=[O:9])[CH2:3][C:4]([O:6][CH2:7][CH3:8])=[O:5].[NH2:10][C:11]1[C:12]([C:25]([O:27][CH2:28][CH3:29])=[O:26])=[N:13][CH:14]=[C:15]([CH2:17][C:18]2[CH:23]=[CH:22][C:21]([F:24])=[CH:20][CH:19]=2)[CH:16]=1>ClCCCl>[CH2:7]([O:6][C:4](=[O:5])[CH2:3][C:2]([NH:10][C:11]1[C:12]([C:25]([O:27][CH2:28][CH3:29])=[O:26])=[N:13][CH:14]=[C:15]([CH2:17][C:18]2[CH:19]=[CH:20][C:21]([F:24])=[CH:22][CH:23]=2)[CH:16]=1)=[O:9])[CH3:8]. Starting materials: ClC(CC(=O)OCC)=O (Ethyl 3-chloro-3-oxopropionate), NC=1C(=NC=C(C1)CC1=CC=C(C=C1)F)C(=O)OCC (ethyl 3-amino-5-(4-fluorobenzyl)-2-pyridinecarboxylate). Run in ClCCCl (DCE). Product: C(C)OC(CC(=O)NC=1C(=NC=C(C1)CC1=CC=C(C=C1)F)C(=O)OCC)=O (ethyl 3-[(3-ethoxy-3-oxopropanoyl)amino]-5-(4-fluorobenzyl)pyridine-2-carboxylate). Procedure: Ethyl 3-chloro-3-oxopropionate (1.32 g, 8.75 mmol) was added to a solution of ethyl 3-amino-5-(4-fluorobenzyl)-2-pyridinecarboxylate (2 g, 7.29 mmol) in DCE (20 mL) and the solution was heated at reflux for 1 h. The solvent was removed in vacuo and silica gel chromatography eluting with 0-5% MeOH/CH2Cl2 provide the product as an amber oil: 1H NMR (CDCl3) δ 8.96 (1H, br s), 8.32 (1H, d, J=1.8 Hz), 7.17 (2H, dd, J˜9, 6 Hz), 7.00 (2H, t, J˜9 Hz), 4.53 (2H, t, J=7 Hz), 4.29 (2H, t, J=7 Hz), 4.02 (2H... The reactants are O1[C@@H](CCC1)COC=1C=C2CCOC(C2=CC1)=O (6-[(S)-1-(tetrahydrofuran-2-yl)methoxy]isochroman-1-one), BrC=1C=C2CC[C@@H](CC2=CC1)N ((S)-6-bromo-1,2,3,4-tetrahydronaphthalen-2-ylamine). Yields the product BrC=1C=C2CC[C@@H](CC2=CC1)N1C(C2=CC=C(C=C2CC1)OC[C@H]1OCCC1)=O (2-((S)-6-Bromo-1,2,3,4-tetrahydronaphthalen-2-yl)-6-[(S)-1-(tetrahydrofuran-2-yl)methoxy]-3,4-dihydro-2H-isoquinolin-1-one). As a reaction SMILES: [O:1]1[CH2:5][CH2:4][CH2:3][C@H:2]1[CH2:6][O:7][C:8]1[CH:9]=[C:10]2[C:15](=[CH:16][CH:17]=1)[C:14](=[O:18])O[CH2:12][CH2:11]2.[Br:19][C:20]1[CH:21]=[C:22]2[C:27](=[CH:28][CH:29]=1)[CH2:26][C@@H:25]([NH2:30])[CH2:24][CH2:23]2>>[Br:19][C:20]1[CH:21]=[C:22]2[C:27](=[CH:28][CH:29]=1)[CH2:26][C@@H:25]([N:30]1[CH2:12][CH2:11][C:10]3[C:15](=[CH:16][CH:17]=[C:8]([O:7][CH2:6][C@@H:2]4[CH2:3][CH2:4][CH2:5][O:1]4)[CH:9]=3)[C:14]1=[O:18])[CH2:24][CH2:23]2. Procedure details: According to method O, 6-[(S)-1-(tetrahydrofuran-2-yl)methoxy]isochroman-1-one was reacted with (S)-6-bromo-1,2,3,4-tetrahydronaphthalen-2-ylamine (J. Org. Chem. 1995, 60, 4324). The product was thus obtained with the molecular weight of 456.38 (C24H26BrNO3); MS (ESI): 456 (M+H+). Reactants: Methyl thiazole-D-oxaproline (R)-4-(4-methylthiazol-2-yl)oxazolidine, CC=1N=C(SC1)[C@@H]1N(COC1)C(=O)OC(C)(C)C ((R)-tert-butyl 4-(4-methylthiazol-2-yl)oxazolidine-3-carboxylate), Cl (HCl), N[C@@H](C(=O)O)CO ((R)-2-amino-3-hydroxypropanoic acid), CC=1N=C(SC1)[C@@H]1NCSC1 ((R)-4-methyl-2-(thiazolidin-4-yl)thiazole). Solvent: O1CCOCC1 (1,4-dioxane). The product is CC=1N=C(SC1)[C@@H]1NCOC1 ((R)-4-(4-methylthiazol-2-yl)oxazolidine). RXN SMILES: N[C@H](CO)C(O)=O.CC1N=C([C@H]2CSCN2)SC=1.[CH3:19][C:20]1[N:21]=[C:22]([C@H:25]2[CH2:29][O:28][CH2:27][N:26]2C(OC(C)(C)C)=O)[S:23][CH:24]=1.Cl>O1CCOCC1>[CH3:19][C:20]1[N:21]=[C:22]([C@H:25]2[CH2:29][O:28][CH2:27][NH:26]2)[S:23][CH:24]=1. Procedure details: Methyl thiazole-D-oxaproline (R)-4-(4-methylthiazol-2-yl)oxazolidine was made from (R)-2-amino-3-hydroxypropanoic acid (Aldrich), following similar procedure described for the synthesis of (R)-4-methyl-2-(thiazolidin-4-yl)thiazole. The intermediate (R)-tert-butyl 4-(4-methylthiazol-2-yl)oxazolidine-3-carboxylate was deprotected using 4N HCl in 1,4-dioxane (20 min) and the desired product was used for the next step without further purification.